This data is from the Open Reaction Database (ORD), a public repository of structured organic reaction records. The task is: describe an organic reaction: reactants, conditions, products, and yield The reactants are C(CCC(=O)C)(=O)OCC (ethyl levulinate). The solvent is C(CCCCCCC)O (n-octanol). Yields the product C=C (ethylene), C(CCC(=O)C)(=O)OCC (ethyl levulinate). Reaction SMILES: [C:1]([O:8][CH2:9][CH3:10])(=[O:7])[CH2:2][CH2:3][C:4]([CH3:6])=[O:5]>C(O)CCCCCCC>[CH2:1]=[CH2:2].[C:1]([O:8][CH2:9][CH3:10])(=[O:7])[CH2:2][CH2:3][C:4]([CH3:6])=[O:5]. Procedure: 26.4 grams of the main hydrolysate solution as described in the example 1 are slowly added into 53 grams (about 2 times of the amount of the hydrolysate solution) of the mixture of ethanol and n-octanol, thereby forming tiny precipitates. The precipitates are filtrated by filtration, thereby obtaining oligosaccharide precipitates and a pale yellow and clear filtrate containing the sulfuric acid and the precipitant of ethanol and n-octanol. The precipitates are washed with 10 ml of the precipitan... Starting materials: Cl.FC=1C=C(CC2CCNCC2)C=CC1 (4-(3-Fluorobenzyl)piperidine hydrochloride), Cl.C(C1=CC=CC=C1)N1CCC(CC1)CC1=CC(=CC=C1)F (1-benzyl-4-(3-fluorobenzyl)piperidine hydrochloride), CO (methanol). The reagents and catalysts are [Pd] (Pd/C). The product is Cl.O(C1=CC=CC=C1)CCN1CCC(CC1)CC1=CC(=CC=C1)F (1-(2-Phenoxyethyl)-4-(3-Fluorobenzyl)piperidine hydrochloride). Yield: 98.0%. Reaction SMILES: [ClH:1].F[C:3]1[CH:4]=[C:5]([CH:13]=[CH:14][CH:15]=1)CC1CCNCC1.Cl.[CH2:17]([N:24]1[CH2:29][CH2:28][CH:27]([CH2:30][C:31]2[CH:36]=[CH:35][CH:34]=[C:33]([F:37])[CH:32]=2)[CH2:26][CH2:25]1)[C:18]1C=CC=CC=1.C[OH:39]>[Pd]>[ClH:1].[O:39]([CH2:18][CH2:17][N:24]1[CH2:25][CH2:26][CH:27]([CH2:30][C:31]2[CH:36]=[CH:35][CH:34]=[C:33]([F:37])[CH:32]=2)[CH2:28][CH2:29]1)[C:3]1[CH:4]=[CH:5][CH:13]=[CH:14][CH:15]=1 |f:0.1,2.3,6.7|. Reported procedure: 4-(3-Fluorobenzyl)piperidine hydrochloride. A solution of 1-benzyl-4-(3-fluorobenzyl)piperidine hydrochloride (319 mg, 1.0 mmol) in 10 ml of methanol with 80 mg of 10% Pd/C was hydrogenated at 50 psi to give 228 mg (98%) of the title compound, mp 173-175° C. 1H NMR (CHCl3) 1.613-1.807 (m, 5 H), 2.593 (m, 2 H), 2.785 (m, 2 H), 3.481 (m, 2 H), 6.880 (m, 3 H), 7.25 (m, 1 H), 9.363 (s, 1 H), 9.634 (s, 1 H). Reactants: [H][H] (hydrogen), C(C1=CC=CC=C1)O[C@@H]1[C@@H](O[C@@H]([C@H]1OCC1=CC=CC=C1)COCC1=CC=CC=C1)N1C=CC2=C1N=CN=C2N (7-(2,3,5-tri-O-benzyl-β-D-arabinofuranosyl)-7H-pyrrolo[2,3-d]pyrimidin-4-amine), C(C)(=O)O (acetic acid), COC(C)O (methoxyethanol). The reagents and catalysts are [Pd] (palladium on charcoal). Run in O (water). Product: [C@@H]1([C@@H](O)[C@H](O)[C@H](O1)CO)N1C=CC2=C1N=CN=C2N (7-βD-arabinofuranosyl-7H-pyrrolo[2,3-d]pyrimidin-4-amine). The yield is 80.0%. Reaction SMILES: C([O:8][C@H:9]1[C@H:13]([O:14]CC2C=CC=CC=2)[C@@H:12]([CH2:22][O:23]CC2C=CC=CC=2)[O:11][C@H:10]1[N:31]1[C:35]2[N:36]=[CH:37][N:38]=[C:39]([NH2:40])[C:34]=2[CH:33]=[CH:32]1)C1C=CC=CC=1.C(O)(=O)C.COC(O)C.[H][H]>[Pd].O>[C@@H:10]1([N:31]2[C:35]3[N:36]=[CH:37][N:38]=[C:39]([NH2:40])[C:34]=3[CH:33]=[CH:32]2)[O:11][C@H:12]([CH2:22][OH:23])[C@@H:13]([OH:14])[C@@H:9]1[OH:8]. Procedure: A mixture of 2.5 g of 7-(2,3,5-tri-O-benzyl-β-D-arabinofuranosyl)-7H-pyrrolo[2,3-d]pyrimidin-4-amine, 5 ml of acetic acid, 500 mg of 20% of palladium on charcoal, and 95 ml of methoxyethanol is hydrogenated at 50°-55° C. and approximately 3 atmospheres until uptake of hydrogen ceases. The mixture is filtered, evaporated in vacuo, and coevaporated with xylenes to provide a red syrup which is dissolved in water and treated with Amberlite ion exchange resin (20 ml of wet IR-45). The resin is filter... The reactants are O (water), [Cl-].COC1=NN(NC(=C1)OC)[N+]1(CCOCC1)C (4-(4,6-dimethoxytriazin-2-yl)-4-methylmorpholinium chloride), ClCCCOC1=CC=C2C(=NC=NC2=C1)NC=1C=NN(C1)CC(=O)O ((4-{[7-(3-chloropropoxy)quinazolin-4-yl]amino}-1H-pyrazol-1-yl)acetic acid), FC1=C(N)C(=CC=C1)F (2,6-difluoroaniline). Solvent: CN(C=O)C (dimethylformamide). Reaction conditions: time 2 hour. The product is ClCCCOC1=CC=C2C(=NC=NC2=C1)NC=1C=NN(C1)CC(=O)NC1=C(C=CC=C1F)F (2-(4-{[7-(3-chloropropoxy)quinazolin-4-yl]amino}-1H-pyrazol-1-yl)-N-(2,6-difluorophenyl)acetamide). Yield: 76.8%. Reaction SMILES: [Cl-].COC1C=C(OC)NN([N+]2(C)CCOCC2)N=1.[Cl:19][CH2:20][CH2:21][CH2:22][O:23][C:24]1[CH:33]=[C:32]2[C:27]([C:28]([NH:34][C:35]3[CH:36]=[N:37][N:38]([CH2:40][C:41](O)=[O:42])[CH:39]=3)=[N:29][CH:30]=[N:31]2)=[CH:26][CH:25]=1.[F:44][C:45]1[CH:51]=[CH:50][CH:49]=[C:48]([F:52])[C:46]=1[NH2:47].O>CN(C)C=O>[Cl:19][CH2:20][CH2:21][CH2:22][O:23][C:24]1[CH:33]=[C:32]2[C:27]([C:28]([NH:34][C:35]3[CH:36]=[N:37][N:38]([CH2:40][C:41]([NH:47][C:46]4[C:45]([F:44])=[CH:51][CH:50]=[CH:49][C:48]=4[F:52])=[O:42])[CH:39]=3)=[N:29][CH:30]=[N:31]2)=[CH:26][CH:25]=1 |f:0.1|. Procedure: 4-(4,6-dimethoxytriazin-2-yl)-4-methylmorpholinium chloride (0.391 g, 1.32 mmol) was added in one go, at room temperature, to a stirred suspension of (4-{[7-(3-chloropropoxy)quinazolin-4-yl]amino}-1H-pyrazol-1-yl)acetic acid (0.400 g, 1.11 mmol) and 2,6-difluoroaniline (0.171 g, 1.32 mmol) in dimethylformamide (7 ml). The mixture was stirred for 2 hours and then poured into water (30 ml) the resultant solid was filtered to give 2-(4-{[7-(3-chloropropoxy)quinazolin-4-yl]amino}-1H-pyrazol-1-yl)-N-... The reactants are CC(C)Oc1ccc(-c2nc(-c3cccc4c(Br)nccc34)no2)cc1Cl, CCOC(=O)CCC[Zn]Br, C1CCOC1, c1ccc(P(c2ccccc2)(c2ccccc2)[Pd](P(c2ccccc2)(c2ccccc2)c2ccccc2)(P(c2ccccc2)(c2ccccc2)c2ccccc2)P(c2ccccc2)(c2ccccc2)c2ccccc2)cc1. Yields the product CCOC(=O)CCCc1nccc2c(-c3noc(-c4ccc(OC(C)C)c(Cl)c4)n3)cccc12. RXN SMILES: [Br:11][c:12]1[n:13][cH:14][cH:15][c:16]2[c:17](-[c:22]3[n:23][o:24][c:25](-[c:27]4[cH:28][c:29]([Cl:37])[c:30]([O:33][CH:34]([CH3:35])[CH3:36])[cH:31][cH:32]4)[n:26]3)[cH:18][cH:19][cH:20][c:21]12.[Br:1][Zn:2][CH2:3][CH2:4][CH2:5][C:6](=[O:7])[O:8][CH2:9][CH3:10].[CH2:38]1[O:39][CH2:40][CH2:41][CH2:42]1.[cH:43]1[cH:44][cH:45][c:46]([P:47]([Pd:48]([P:49]([c:50]2[cH:51][cH:52][cH:53][cH:54][cH:55]2)([c:56]2[cH:57][cH:58][cH:59][cH:60][cH:61]2)[c:62]2[cH:63][cH:64][cH:65][cH:66][cH:67]2)([P:68]([c:69]2[cH:70][cH:71][cH:72][cH:73][cH:74]2)([c:75]2[cH:76][cH:77][cH:78][cH:79][cH:80]2)[c:81]2[cH:82][cH:83][cH:84][cH:85][cH:86]2)[P:87]([c:88]2[cH:89][cH:90][cH:91][cH:92][cH:93]2)([c:94]2[cH:95][cH:96][cH:97][cH:98][cH:99]2)[c:100]2[cH:101][cH:102][cH:103][cH:104][cH:105]2)([c:106]2[cH:107][cH:108][cH:109][cH:110][cH:111]2)[c:112]2[cH:113][cH:114][cH:115][cH:116][cH:117]2)[cH:118][cH:119]1>>[CH2:3]([CH2:4][CH2:5][C:6](=[O:7])[O:8][CH2:9][CH3:10])[c:12]1[n:13][cH:14][cH:15][c:16]2[c:17](-[c:22]3[n:23][o:24][c:25](-[c:27]4[cH:28][c:29]([Cl:37])[c:30]([O:33][CH:34]([CH3:35])[CH3:36])[cH:31][cH:32]4)[n:26]3)[cH:18][cH:19][cH:20][c:21]12.